Task: describe an organic reaction: reactants, conditions, products, and yield. Dataset: the Open Reaction Database (ORD), a public repository of structured organic reaction records Starting materials: CC#N, CCN(C(C)C)C(C)C, N#Cc1cc(Cl)ccc1N1CCc2ncnc(Cl)c2C1, NC(CO)c1ccc(C(F)(F)F)nc1. The product is N#Cc1cc(Cl)ccc1N1CCc2ncnc(NC(CO)c3ccc(C(F)(F)F)nc3)c2C1. Reaction SMILES: [CH3:44][C:45]#[N:46].[CH:35]([N:36]([CH2:37][CH3:38])[CH:39]([CH3:40])[CH3:41])([CH3:42])[CH3:43].[Cl:1][c:2]1[cH:3][cH:4][c:5]([N:10]2[CH2:11][c:12]3[c:13]([n:14][cH:15][n:16][c:17]3[Cl:18])[CH2:19][CH2:20]2)[c:6]([C:7]#[N:8])[cH:9]1.[NH2:21][CH:22]([CH2:23][OH:24])[c:25]1[cH:26][n:27][c:28]([C:31]([F:32])([F:33])[F:34])[cH:29][cH:30]1>>[Cl:1][c:2]1[cH:3][cH:4][c:5]([N:10]2[CH2:11][c:12]3[c:13]([n:14][cH:15][n:16][c:17]3[NH:21][CH:22]([CH2:23][OH:24])[c:25]3[cH:26][n:27][c:28]([C:31]([F:32])([F:33])[F:34])[cH:29][cH:30]3)[CH2:19][CH2:20]2)[c:6]([C:7]#[N:8])[cH:9]1. The reactants are CCOC(=O)C=Cc1cccc(OC)c1, CCOC(C)=O, CN(C)C=O, C[S+](C)C, [H-], [I-], [Na+]. Product: CCOC(=O)C1CC1c1cccc(OC)c1. RXN SMILES: [CH2:8]([CH3:9])[O:10][C:11](=[O:12])[CH:13]=[CH:14][c:15]1[cH:16][c:17]([O:21][CH3:22])[cH:18][cH:19][cH:20]1.[CH3:23][CH2:24][O:25][C:26](=[O:27])[CH3:28].[CH3:29][N:30]([CH3:31])[CH:32]=[O:33].[CH3:4][S+:5]([CH3:6])[CH3:7].[H-:1].[I-:3].[Na+:2]>>[CH2:8]([CH3:9])[O:10][C:11](=[O:12])[CH:13]1[CH:14]([c:15]2[cH:16][c:17]([O:21][CH3:22])[cH:18][cH:19][cH:20]2)[CH2:23]1.